This data is from the Open Reaction Database (ORD), a public repository of structured organic reaction records. The task is: describe an organic reaction: reactants, conditions, products, and yield Starting materials: Intermediate 19, O1CCOC2=C1C=CC=C2O (2,3-dihydro-benzo[1,4]dioxin-5-ol), COC(C(CC1CCCCC1)Br)=O (2-bromo-3-cyclohexyl-propionic acid methyl ester), ClC=1C(N(N=CC1Cl)C1OCCCC1)=O (4,5-dichloro-2-(tetrahydropyran-2-yl)-2H-pyridazin-3-one), ClC=1C(N(N=CC1Cl)C1OCCCC1)=O (4,5-dichloro-2-(tetrahydropyran-2-yl)-2H-pyridazin-3-one), COC(C(CC1CCCCC1)Br)=O (2-bromo-3-cyclohexyl-propionic acid methyl ester). The product is C1(CCCCC1)CC(C(=O)O)N1N=CC(=CC1=O)OC1=CC=CC=2OCCOC21 (3-cyclohexyl-2-[4-(2,3-dihydro-benzo[1,4]dioxin-5-yloxy)-6-oxo-6H-pyridazin-1-yl]-propionic acid). RXN SMILES: Cl[C:2]1[C:3](=[O:15])[N:4](C2CCCCO2)[N:5]=[CH:6][C:7]=1Cl.[O:16]1[C:21]2[CH:22]=[CH:23][CH:24]=[C:25]([OH:26])[C:20]=2[O:19][CH2:18][CH2:17]1.C[O:28][C:29](=[O:39])[CH:30](Br)[CH2:31][CH:32]1[CH2:37][CH2:36][CH2:35][CH2:34][CH2:33]1>>[CH:32]1([CH2:31][CH:30]([N:4]2[C:3](=[O:15])[CH:2]=[C:7]([O:26][C:25]3[C:20]4[O:19][CH2:18][CH2:17][O:16][C:21]=4[CH:22]=[CH:23][CH:24]=3)[CH:6]=[N:5]2)[C:29]([OH:28])=[O:39])[CH2:37][CH2:36][CH2:35][CH2:34][CH2:33]1. Reported procedure: In an analogous manner to the stepwise sequence outlined in Intermediate 19, starting from 4,5-dichloro-2-(tetrahydropyran-2-yl)-2H-pyridazin-3-one (Intermediate 20) and 2,3-dihydro-benzo[1,4]dioxin-5-ol and alkylating with 2-bromo-3-cyclohexyl-propionic acid methyl ester (Intermediate 12) afforded 3-cyclohexyl-2-[4-(2,3-dihydro-benzo[1,4]dioxin-5-yloxy)-6-oxo-6H-pyridazin-1-yl]-propionic acid (30 mg, 89% for the final step) which was used in Example 133.